Dataset: the Open Reaction Database (ORD), a public repository of structured organic reaction records. Task: describe an organic reaction: reactants, conditions, products, and yield Starting materials: CC1(CCN(CC1)C1=C(C(=NC=2N1N=C(N2)C2=CC=CC=C2)C)C(C(=O)OC)O)C (methyl 2-(7-(4,4-dimethylpiperidin-1-yl)-5-methyl-2-phenyl-[1,2,4]triazolo[1,5-a]pyrimidin-6-yl)-2-hydroxyacetate), C(C)(C)(C)OC(C)=O (t-butylacetate), C(Cl)Cl (DCM), Cl(=O)(=O)(=O)O (perchloric acid). The solvent is CCOC(=O)C (EtOAc). Conditions: time 1 hour. Yields the product C(C)(C)(C)OC(C(=O)OC)C=1C(=NC=2N(C1N1CCC(CC1)(C)C)N=C(N2)C2=CC=CC=C2)C (methyl 2-tert-butoxy-2-(7-(4,4-dimethylpiperidin-1-yl)-5-methyl-2-phenyl-[1,2,4]triazolo[1,5-a]pyrimidin-6-yl)acetate). The yield is 38.7%. Reaction SMILES: [CH3:1][C:2]1([CH3:30])[CH2:7][CH2:6][N:5]([C:8]2[N:13]3[N:14]=[C:15]([C:17]4[CH:22]=[CH:21][CH:20]=[CH:19][CH:18]=4)[N:16]=[C:12]3[N:11]=[C:10]([CH3:23])[C:9]=2[CH:24]([OH:29])[C:25]([O:27][CH3:28])=[O:26])[CH2:4][CH2:3]1.[C:31](OC(=O)C)([CH3:34])([CH3:33])[CH3:32].C(Cl)Cl.Cl(O)(=O)(=O)=O>CCOC(C)=O>[C:31]([O:29][CH:24]([C:9]1[C:10]([CH3:23])=[N:11][C:12]2[N:13]([N:14]=[C:15]([C:17]3[CH:18]=[CH:19][CH:20]=[CH:21][CH:22]=3)[N:16]=2)[C:8]=1[N:5]1[CH2:4][CH2:3][C:2]([CH3:30])([CH3:1])[CH2:7][CH2:6]1)[C:25]([O:27][CH3:28])=[O:26])([CH3:34])([CH3:33])[CH3:32]. Reported procedure: To a solution of methyl 2-(7-(4,4-dimethylpiperidin-1-yl)-5-methyl-2-phenyl-[1,2,4]triazolo[1,5-a]pyrimidin-6-yl)-2-hydroxyacetate (56 mg, 0.137 mmol) in t-butylacetate (2 ml, 0.137 mmol) was added anhydrous DCM (Volume: 2 ml) followed by perchloric acid (0.012 ml, 0.205 mmol). The resulting mixture was stirred at r.t for 1 h. Diluted with EtOAc, washed with sat'd NaHCO3. The organic phase was dried and evaporated to an oil, which was purified by Pre-HPLC to afford methyl 2-tert-butoxy-2-(7-(4,4... Reactants: C(O)([O-])=O.[Na+].C([O-])([O-])=O.[Na+].[Na+] (sodium hydrogen carbonate sodium carbonate), C(O)([O-])=O.[Na+] (sodium hydrogen carbonate), C(C)(C)(C)OC(N(C)[C@H](COCC1=CC=CC=C1)C(N([C@H](CC1=CC=CC=C1)C(NC)=O)C)=O)=O (N-((1R)-2-Benzyloxy-1-(N-methyl-N-((1R)-1-methylcarbamoyl-2-phenylethyl)-carbamoyl)ethyl)N-methylcarbamic acid tert-butyl ester), FC(C(=O)O)(F)F (trifluoroacetic acid). Run in C(Cl)Cl (Methylene chloride), C(Cl)Cl (methylene chloride). Conditions: time 10 minute. The product is C(C1=CC=CC=C1)OC[C@H](C(=O)N([C@H](CC1=CC=CC=C1)C(NC)=O)C)NC ((2R)-3-Benzyloxy-N-methyl-2-(methylamino)-N-((1R)-1-(methylcarbamoyl)-2-phenylethyl)propionamide). Isolated yield 99.7%. RXN SMILES: C(O[C:6](=O)[N:7]([C@@H:9]([C:19](=[O:34])[N:20]([CH3:33])[C@@H:21]([C:29](=[O:32])[NH:30][CH3:31])[CH2:22][C:23]1[CH:28]=[CH:27][CH:26]=[CH:25][CH:24]=1)[CH2:10][O:11][CH2:12][C:13]1[CH:18]=[CH:17][CH:16]=[CH:15][CH:14]=1)C)(C)(C)C.FC(F)(F)C(O)=O.C(=O)([O-])O.[Na+].C(=O)([O-])[O-].[Na+].[Na+].C(=O)([O-])O.[Na+]>C(Cl)Cl>[CH2:12]([O:11][CH2:10][C@@H:9]([NH:7][CH3:6])[C:19]([N:20]([CH3:33])[C@@H:21]([C:29](=[O:32])[NH:30][CH3:31])[CH2:22][C:23]1[CH:24]=[CH:25][CH:26]=[CH:27][CH:28]=1)=[O:34])[C:13]1[CH:14]=[CH:15][CH:16]=[CH:17][CH:18]=1 |f:2.3.4.5.6,7.8|. Reported procedure: N-((1R)-2-Benzyloxy-1-(N-methyl-N-((1R)-1-methylcarbamoyl-2-phenylethyl)-carbamoyl)ethyl)N-methylcarbamic acid tert-butyl ester (0.23 g; 0.476 mmol) was dissolved in methylene chloride (3 mL) and trifluoroacetic acid (3 mL) was added. The reaction mixture was stirred for 10 min at room temperature. Methylene chloride (50 mL), an aqueous solution of sodium hydrogen carbonate/sodium carbonate (pH 9) and sodium hydrogen carbonate (solid) were added to the reaction mixture until pH 9. The organic ph... The reactants are N#CCC(=O)O, ClCCl, O=C(Cl)C(=O)Cl, CC(=O)N1CCN(c2ccc(Nc3ncc(F)c(N4CCNCC4)n3)cc2)CC1, CN(C)C=O. The product is CC(=O)N1CCN(c2ccc(Nc3ncc(F)c(N4CCN(C(=O)CC#N)CC4)n3)cc2)CC1. As a reaction SMILES: [C:1](#[N:2])[CH2:3][C:4](=[O:5])[OH:6].[Cl:42][CH2:43][Cl:44].[Cl:7][C:8]([C:9]([Cl:10])=[O:11])=[O:12].[F:13][c:14]1[c:15]([N:36]2[CH2:37][CH2:38][NH:39][CH2:40][CH2:41]2)[n:16][c:17]([NH:20][c:21]2[cH:22][cH:23][c:24]([N:27]3[CH2:28][CH2:29][N:30]([C:33]([CH3:34])=[O:35])[CH2:31][CH2:32]3)[cH:25][cH:26]2)[n:18][cH:19]1.[O:45]=[CH:46][N:47]([CH3:48])[CH3:49]>>[C:1](#[N:2])[CH2:3][C:4](=[O:6])[N:39]1[CH2:38][CH2:37][N:36]([c:15]2[c:14]([F:13])[cH:19][n:18][c:17]([NH:20][c:21]3[cH:22][cH:23][c:24]([N:27]4[CH2:28][CH2:29][N:30]([C:33]([CH3:34])=[O:35])[CH2:31][CH2:32]4)[cH:25][cH:26]3)[n:16]2)[CH2:41][CH2:40]1. The reactants are ClC1=NC=CC(=C1)C#CC=1N=C(NC1)C (2-chloro-4-(2-methyl-1H-imidazol-4-ylethynyl)-pyridine), FC=1C=C(C=CC1C)B(O)O (3-fluoro-4-methyl-benzene boronic acid). Yields the product ClC1=NC=CC(=C1)C#CC=1N=C(N(C1)C1=CC(=C(C=C1)C)F)C (2-Chloro-4-[1-(3-fluoro-4-methyl-phenyl)-2-methyl-1H-imidazol-4-ylethynyl]-pyridine). Reaction SMILES: [Cl:1][C:2]1[CH:7]=[C:6]([C:8]#[C:9][C:10]2[N:11]=[C:12]([CH3:15])[NH:13][CH:14]=2)[CH:5]=[CH:4][N:3]=1.[F:16][C:17]1[CH:18]=[C:19](B(O)O)[CH:20]=[CH:21][C:22]=1[CH3:23]>>[Cl:1][C:2]1[CH:7]=[C:6]([C:8]#[C:9][C:10]2[N:11]=[C:12]([CH3:15])[N:13]([C:19]3[CH:20]=[CH:21][C:22]([CH3:23])=[C:17]([F:16])[CH:18]=3)[CH:14]=2)[CH:5]=[CH:4][N:3]=1. Procedure details: The title compound, MS: m/e=326.4 (M+H+), was prepared in accordance with the general method of example 7 from 2-chloro-4-(2-methyl-1H-imidazol-4-ylethynyl)-pyridine and 3-fluoro-4-methyl-benzene boronic acid. Reactants: COC(=O)C=Cc1ccc(Br)cc1, C1CCOC1, [Li]C, [Cu]I. The product is COC(=O)CC(C)c1ccc(Br)cc1. RXN SMILES: [Br:3][c:4]1[cH:5][cH:6][c:7]([CH:8]=[CH:9][C:10](=[O:11])[O:12][CH3:13])[cH:14][cH:15]1.[CH2:16]1[O:17][CH2:18][CH2:19][CH2:20]1.[CH3:1][Li:2].[Cu:21][I:22]>>[CH3:1][CH:8]([c:7]1[cH:6][cH:5][c:4]([Br:3])[cH:15][cH:14]1)[CH2:9][C:10](=[O:11])[O:12][CH3:13]. Starting materials: O (Water), C(C1=CC=CC=C1)[C@@H](C(=O)NC1=CC=C(C=C1)Br)NC(OC(C)(C)C)=O (tert-butyl {(1S)-1-benzyl-2-[(4-bromophenyl)amino]-2-oxoethyl}carbamate), CC1(OB(OC1(C)C)C1=CC=NC=C1)C (4-(4,4,5,5-tetramethyl-1,3,2-dioxaborolan-2-yl)pyridine), P(=O)([O-])([O-])[O-].[K+].[K+].[K+] (potassium phosphate). The reagents and catalysts are [Pd](Cl)Cl.C1(=CC=CC=C1)P([C-]1C=CC=C1)C1=CC=CC=C1.[C-]1(C=CC=C1)P(C1=CC=CC=C1)C1=CC=CC=C1.[Fe+2] (1,1′-bis(diphenylphosphino)ferrocene palladium(II) chloride). Run in C(OC)COC (dimethoxyethane). Reaction conditions: temperature 120 celsius, time 4 hour. Yields the product C(C)(C)(C)OC(N[C@H](C(NC1=CC=C(C=C1)C1=CC=NC=C1)=O)CC1=CC=CC=C1)=O (tert-butyl[(1S)-1-benzyl-2-oxo-2-{[4-(4-pyridinyl)phenyl]amino}ethyl]carbamate). Yield: 83.4%. As a reaction SMILES: [CH2:1]([C@H:8]([NH:19][C:20](=[O:26])[O:21][C:22]([CH3:25])([CH3:24])[CH3:23])[C:9]([NH:11][C:12]1[CH:17]=[CH:16][C:15](Br)=[CH:14][CH:13]=1)=[O:10])[C:2]1[CH:7]=[CH:6][CH:5]=[CH:4][CH:3]=1.CC1(C)C(C)(C)OB([C:35]2[CH:40]=[CH:39][N:38]=[CH:37][CH:36]=2)O1.P([O-])([O-])([O-])=O.[K+].[K+].[K+].O>C(COC)OC.[Pd](Cl)Cl.C1(P(C2C=CC=CC=2)[C-]2C=CC=C2)C=CC=CC=1.[C-]1(P(C2C=CC=CC=2)C2C=CC=CC=2)C=CC=C1.[Fe+2]>[C:22]([O:21][C:20](=[O:26])[NH:19][C@@H:8]([CH2:1][C:2]1[CH:7]=[CH:6][CH:5]=[CH:4][CH:3]=1)[C:9](=[O:10])[NH:11][C:12]1[CH:17]=[CH:16][C:15]([C:35]2[CH:40]=[CH:39][N:38]=[CH:37][CH:36]=2)=[CH:14][CH:13]=1)([CH3:25])([CH3:24])[CH3:23] |f:2.3.4.5,8.9.10.11|. Procedure details: To a suspension of tert-butyl {(1S)-1-benzyl-2-[(4-bromophenyl)amino]-2-oxoethyl}carbamate (1.0 g), 4-(4,4,5,5-tetramethyl-1,3,2-dioxaborolan-2-yl)pyridine (587 mg) and potassium phosphate (1.52 g) in dimethoxyethane (30 mL) was added 1,1′-bis(diphenylphosphino)ferrocene palladium(II) chloride (58 mg) and the mixture was stirred at 120° C. for 4 hours. Water was added and the mixture was extracted with chloroform. The separated organic layer was washed with brine, dried over magnesium sulfate, a... Starting materials: BrC1=C(N=C2N1C=CC=C2OCC2=C(C=CC=C2[N+](=O)[O-])Cl)C (3-bromo-8-(2-chloro-6-nitrobenzyloxy)-2-methylimidazo[1,2-a]pyridine), [BH4-].[Na+] (sodium borohydride). Reagents/catalysts: O.O.O.O.O.O.[Ni](Cl)Cl (nickel(II) chloride hexahydrate). The solvent is CO (methanol). Reaction conditions: time 30 minute. Product: NC1=C(COC=2C=3N(C=CC2)C(=C(N3)C)Br)C(=CC=C1)Cl (8-(2-amino-6-chlorobenzyloxy)-3-bromo-2-methylimidazo[1,2-a]pyridine). Isolated yield 14.4%. Reaction SMILES: [Br:1][C:2]1[N:6]2[CH:7]=[CH:8][CH:9]=[C:10]([O:11][CH2:12][C:13]3[C:18]([N+:19]([O-])=O)=[CH:17][CH:16]=[CH:15][C:14]=3[Cl:22])[C:5]2=[N:4][C:3]=1[CH3:23].[BH4-].[Na+]>O.O.O.O.O.O.[Ni](Cl)Cl.CO>[NH2:19][C:18]1[CH:17]=[CH:16][CH:15]=[C:14]([Cl:22])[C:13]=1[CH2:12][O:11][C:10]1[C:5]2[N:6]([C:2]([Br:1])=[C:3]([CH3:23])[N:4]=2)[CH:7]=[CH:8][CH:9]=1 |f:1.2,3.4.5.6.7.8.9|. Procedure details: To a mixture of 3-bromo-8-(2-chloro-6-nitrobenzyloxy)-2-methylimidazo[1,2-a]pyridine (300 mg), nickel(II) chloride hexahydrate (360 mg) and methanol (9 ml) was added sodium borohydride (114 mg) portionwise under an ice-water bath cooling for 20 minutes. After stirring for 30 minutes, the mixture was concentrated in vacuo and diluted with water. The pH value of the mixture was adjusted to 3 and the separated crystals were collected by filtration. The crystals were dissolved in dichloromethane, an... The reactants are [OH-].[Na+] (NaOH), C(C)O (ethanol), ClC=1C=C2C(CCOC2=CC1OC1=CC=C(C=C1)C(NC1=NC=C(C=C1)C1=CC=C(C=C1)Cl)=O)C(=O)OCC (Ethyl 6-chloro-7-(4-(5-(4-chlorophenyl)pyridin-2-ylcarbamoyl)phenoxy)chroman-4-carboxylate). The solvent is C(C)(=O)OCC (ethyl acetate), Cl (HCl), C1CCOC1 (THF). Conditions: time 2 hour. The product is ClC=1C=C2C(CCOC2=CC1OC1=CC=C(C=C1)C(NC1=NC=C(C=C1)C1=CC=C(C=C1)Cl)=O)C(=O)O (6-chloro-7-(4-(5-(4-chlorophenyl)pyridin-2-ylcarbamoyl)phenoxy)chroman-4-carboxylic acid). The yield is 94.3%. Reaction SMILES: [Cl:1][C:2]1[CH:3]=[C:4]2[C:9](=[CH:10][C:11]=1[O:12][C:13]1[CH:18]=[CH:17][C:16]([C:19](=[O:34])[NH:20][C:21]3[CH:26]=[CH:25][C:24]([C:27]4[CH:32]=[CH:31][C:30]([Cl:33])=[CH:29][CH:28]=4)=[CH:23][N:22]=3)=[CH:15][CH:14]=1)[O:8][CH2:7][CH2:6][CH:5]2[C:35]([O:37]CC)=[O:36].[OH-].[Na+].C(O)C>C1COCC1.C(OCC)(=O)C.Cl>[Cl:1][C:2]1[CH:3]=[C:4]2[C:9](=[CH:10][C:11]=1[O:12][C:13]1[CH:14]=[CH:15][C:16]([C:19](=[O:34])[NH:20][C:21]3[CH:26]=[CH:25][C:24]([C:27]4[CH:32]=[CH:31][C:30]([Cl:33])=[CH:29][CH:28]=4)=[CH:23][N:22]=3)=[CH:17][CH:18]=1)[O:8][CH2:7][CH2:6][CH:5]2[C:35]([OH:37])=[O:36] |f:1.2|. Procedure details: Ethyl 6-chloro-7-(4-(5-(4-chlorophenyl)pyridin-2-ylcarbamoyl)phenoxy)chroman-4-carboxylate (30 mg, 0.053 mmol) was diluted with THF (500 μL) followed by the addition of NaOH (266 μl, 0.27 mmol) and ethanol (200 μL). After stirring for 2 hours, the reaction was diluted with ethyl acetate and 0.5N HCl. The layers were separated and the organic layer was dried over MgSO4, filtered and concentrated to yield the desired compound (27 mg, 0.050 mmol, 95% yield). MS (ESI)=535.1 (M+H). The reactants are CC1=CC=C(S1)C=1C(=C2C=CC(=CC2=CC1)O)OC1=CC=C(C=C1)OCCN1CCCCC1 (6-(5-methylthiophen-2-yl)-5-(4-(2-(piperidin-1-yl)ethoxy)phenoxy)naphthalen-2-ol), C(C)(=O)OCC (ethyl acetate), CS(=O)(=O)O (methanesulfonic acid). Solvent: O1CCCC1 (tetrahydrofuran). Reaction conditions: temperature 60 celsius. The product is CS(=O)(=O)OC1=CC2=CC=C(C(=C2C=C1)OC1=CC=C(C=C1)OCCN1CCCCC1)C=1SC(=CC1)C (6-(5-methylthiophen-2-yl)-5-(4-(2-(piperidin-1-yl)ethoxy)phenoxy)naphthalen-2-ol methanesulfonate). RXN SMILES: [CH3:1][C:2]1[S:6][C:5]([C:7]2[C:8]([O:18][C:19]3[CH:24]=[CH:23][C:22]([O:25][CH2:26][CH2:27][N:28]4[CH2:33][CH2:32][CH2:31][CH2:30][CH2:29]4)=[CH:21][CH:20]=3)=[C:9]3[C:14](=[CH:15][CH:16]=2)[CH:13]=[C:12]([OH:17])[CH:11]=[CH:10]3)=[CH:4][CH:3]=1.C(OCC)(=O)C.[CH3:40][S:41](O)(=[O:43])=[O:42]>O1CCCC1>[CH3:40][S:41]([O:17][C:12]1[CH:11]=[CH:10][C:9]2[C:14](=[CH:15][CH:16]=[C:7]([C:5]3[S:6][C:2]([CH3:1])=[CH:3][CH:4]=3)[C:8]=2[O:18][C:19]2[CH:24]=[CH:23][C:22]([O:25][CH2:26][CH2:27][N:28]3[CH2:33][CH2:32][CH2:31][CH2:30][CH2:29]3)=[CH:21][CH:20]=2)[CH:13]=1)(=[O:43])=[O:42]. Reported procedure: Place 6-(5-methylthiophen-2-yl)-5-(4-(2-(piperidin-1-yl)ethoxy)phenoxy)naphthalen-2-ol (105.7 mg, 0.23 mmol) in a vial. Add ethyl acetate (2 mL) and methanesulfonic acid (18 μL). Warm the resulting mixture to ˜60° C. with stirring. Add tetrahydrofuran (1 mL) to the resulting burnt orange solution with some dark brown gum on the bottom of the vial. Sonicate the resulting solution for 15 minutes. Carefully decant the suspension from gum that forms on the flask. Carefully collect the resulting soli... The reactants are N#Cc1nn(-c2c(Cl)cc(C(F)(F)F)cc2Cl)cc1OC(F)F, O=[N+]([O-])O, O=S(=O)(O)O. The product is N#Cc1nn(-c2c(Cl)cc(C(F)(F)F)cc2Cl)c([N+](=O)[O-])c1OC(F)F. Reaction SMILES: [C:5](#[N:6])[c:7]1[n:8][n:9](-[c:16]2[c:17]([Cl:27])[cH:18][c:19]([C:23]([F:24])([F:25])[F:26])[cH:20][c:21]2[Cl:22])[cH:10][c:11]1[O:12][CH:13]([F:14])[F:15].[OH:1][N+:2]([O-:3])=[O:4].[S:28](=[O:29])(=[O:30])([OH:31])[OH:32]>>[O-:1][N+:2](=[O:4])[c:10]1[n:9](-[c:16]2[c:17]([Cl:27])[cH:18][c:19]([C:23]([F:24])([F:25])[F:26])[cH:20][c:21]2[Cl:22])[n:8][c:7]([C:5]#[N:6])[c:11]1[O:12][CH:13]([F:14])[F:15].